From a dataset of the Open Reaction Database (ORD), a public repository of structured organic reaction records. describe an organic reaction: reactants, conditions, products, and yield The reactants are BrC1=NN(C2=CC=C(C=C12)C(=O)OCC)C(C1=CC=CC=C1)(C1=CC=CC=C1)C1=CC=CC=C1 (ethyl 3-bromo-1-trityl-1H-indazole-5-carboxylate), N1=CC=C(C=C1)B1OC(C)(C)C(C)(C)O1 (pyridine-4-boronic acid pinacol ester), C([O-])([O-])=O.[Na+].[Na+] (sodium carbonate). Reagents/catalysts: C=1C=CC(=CC1)[P](C=2C=CC=CC2)(C=3C=CC=CC3)[Pd]([P](C=4C=CC=CC4)(C=5C=CC=CC5)C=6C=CC=CC6)([P](C=7C=CC=CC7)(C=8C=CC=CC8)C=9C=CC=CC9)[P](C=1C=CC=CC1)(C=1C=CC=CC1)C=1C=CC=CC1 (PalladiumTetrakis). Run in O1CCOCC1 (dioxane). Conditions: temperature 80 celsius, time 24 hour. Product: N1=CC=C(C=C1)C1=NN(C2=CC=C(C=C12)C(=O)OCC)C(C1=CC=CC=C1)(C1=CC=CC=C1)C1=CC=CC=C1 (Ethyl 3-pyridin-4-yl-1-trityl-1H-indazole-5-carboxylate). Reaction SMILES: Br[C:2]1[C:10]2[C:5](=[CH:6][CH:7]=[C:8]([C:11]([O:13][CH2:14][CH3:15])=[O:12])[CH:9]=2)[N:4]([C:16]([C:29]2[CH:34]=[CH:33][CH:32]=[CH:31][CH:30]=2)([C:23]2[CH:28]=[CH:27][CH:26]=[CH:25][CH:24]=2)[C:17]2[CH:22]=[CH:21][CH:20]=[CH:19][CH:18]=2)[N:3]=1.[N:35]1[CH:40]=[CH:39][C:38](B2OC(C)(C)C(C)(C)O2)=[CH:37][CH:36]=1.C(=O)([O-])[O-].[Na+].[Na+]>C1C=CC([P]([Pd]([P](C2C=CC=CC=2)(C2C=CC=CC=2)C2C=CC=CC=2)([P](C2C=CC=CC=2)(C2C=CC=CC=2)C2C=CC=CC=2)[P](C2C=CC=CC=2)(C2C=CC=CC=2)C2C=CC=CC=2)(C2C=CC=CC=2)C2C=CC=CC=2)=CC=1.O1CCOCC1>[N:35]1[CH:40]=[CH:39][C:38]([C:2]2[C:10]3[C:5](=[CH:6][CH:7]=[C:8]([C:11]([O:13][CH2:14][CH3:15])=[O:12])[CH:9]=3)[N:4]([C:16]([C:29]3[CH:34]=[CH:33][CH:32]=[CH:31][CH:30]=3)([C:23]3[CH:28]=[CH:27][CH:26]=[CH:25][CH:24]=3)[C:17]3[CH:22]=[CH:21][CH:20]=[CH:19][CH:18]=3)[N:3]=2)=[CH:37][CH:36]=1 |f:2.3.4,^1:59,61,80,99|. Procedure details: To a 5 ml microwave vial equipped with a stir bar was added ethyl 3-bromo-1-trityl-1H-indazole-5-carboxylate (1095.3 mg, 2.142 mmol), pyridine-4-boronic acid pinacol ester (679 mg, 3.21 mmol), sodium carbonate (2142 μl, 4.28 mmol), dioxane (1.07E+04 μl), and PalladiumTetrakis (247 mg, 0.214 mmol). The vial was purged with nitrogen, and was then sealed and heated to 80° C. for 24 h. LCMS taken after 24 hours indicates formation of the desired product. The crude reaction mixture was filtered throu... Starting materials: C1(=CC=CC=C1)N1C(NC(C1)=O)=O (1-phenyl-imidazolidin-2,4-dione), resultant mixture, Cl (hydrochloric acid), ClC1=CC=C(C(=O)Cl)C=C1 (p-chlorobenzoyl chloride), ice water. Solvent: ( B ), N1=CC=CC=C1 (pyridine). Yields the product ClC1=CC=C(C(=O)N2C(N(CC2=O)C2=CC=CC=C2)=O)C=C1 (3(4-chlorobenzoyl)-1phenyl-imidazolidin-2,4-dione). The yield is 24.6%. Reaction SMILES: [C:1]1([N:7]2[CH2:11][C:10](=[O:12])[NH:9][C:8]2=[O:13])[CH:6]=[CH:5][CH:4]=[CH:3][CH:2]=1.[Cl:14][C:15]1[CH:23]=[CH:22][C:18]([C:19](Cl)=[O:20])=[CH:17][CH:16]=1.Cl>N1C=CC=CC=1>[Cl:14][C:15]1[CH:23]=[CH:22][C:18]([C:19]([N:9]2[C:10](=[O:12])[CH2:11][N:7]([C:1]3[CH:2]=[CH:3][CH:4]=[CH:5][CH:6]=3)[C:8]2=[O:13])=[O:20])=[CH:17][CH:16]=1. Procedure details: In accordance with the synthesis process (B), 500 mg (2.84 mmol) of 1-phenyl-imidazolidin-2,4-dione were dissolved in 20 ml of pyridine. To the solution, 500 mg (2.86 mmol) of p-chlorobenzoyl chloride were added dropwise while chilling with ice water. The resultant mixture was stirred at 0°-5° C. for 2 hours, and dilute hydrochloric acid was then added to the reaction mixture. Crystals deposited were collected by filtration by means of suction. These crude crystals were recrystallized from n-hex... Reactants: Brc1ccccc1, C1CCOC1, [Cl-], [Cl-], Clc1cccc2ocnc12, [Zn+2], c1ccc(P(c2ccccc2)(c2ccccc2)[Pd](P(c2ccccc2)(c2ccccc2)c2ccccc2)(P(c2ccccc2)(c2ccccc2)c2ccccc2)P(c2ccccc2)(c2ccccc2)c2ccccc2)cc1. Yields the product c1ccc(-c2cccc3ocnc23)cc1. As a reaction SMILES: [Br:1][c:2]1[cH:3][cH:4][cH:5][cH:6][cH:7]1.[CH2:18]1[O:19][CH2:20][CH2:21][CH2:22]1.[Cl-:23].[Cl-:25].[Cl:8][c:9]1[cH:10][cH:11][cH:12][c:13]2[c:14]1[n:15][cH:16][o:17]2.[Zn+2:24].[cH:26]1[cH:27][cH:28][c:29]([P:30]([Pd:31]([P:32]([c:33]2[cH:34][cH:35][cH:36][cH:37][cH:38]2)([c:39]2[cH:40][cH:41][cH:42][cH:43][cH:44]2)[c:45]2[cH:46][cH:47][cH:48][cH:49][cH:50]2)([P:51]([c:52]2[cH:53][cH:54][cH:55][cH:56][cH:57]2)([c:58]2[cH:59][cH:60][cH:61][cH:62][cH:63]2)[c:64]2[cH:65][cH:66][cH:67][cH:68][cH:69]2)[P:70]([c:71]2[cH:72][cH:73][cH:74][cH:75][cH:76]2)([c:77]2[cH:78][cH:79][cH:80][cH:81][cH:82]2)[c:83]2[cH:84][cH:85][cH:86][cH:87][cH:88]2)([c:89]2[cH:90][cH:91][cH:92][cH:93][cH:94]2)[c:95]2[cH:96][cH:97][cH:98][cH:99][cH:100]2)[cH:101][cH:102]1>>[c:2]1(-[c:9]2[cH:10][cH:11][cH:12][c:13]3[c:14]2[n:15][cH:16][o:17]3)[cH:3][cH:4][cH:5][cH:6][cH:7]1. Reactants: O.[OH-].[Li+] (lithium hydroxide monohydrate), Cl (HCl), CCN(C(C)C)C(C)C (DIPEA), C([O-])(O)=O.[Na+] (sodium bicarbonate), C([O-])([O-])=O.[NH4+].[NH4+] (ammonium carbonate), COC=1C=C(C=CC1NC1=NC=C(C(=N1)CCC1=C(C=CC=C1)CC(=O)OC)C(F)(F)F)C1CCN(CC1)C(=O)OC(C)(C)C (tert-Butyl 4-(3-methoxy-4-((4-(2-(2-methoxy-2-oxoethyl)phenethyl)-5-(trifluoromethyl)pyrimidin-2-yl)amino)phenyl)piperidine-1-carboxylate), C=1C=CC2=C(C1)N=NN2O (HOBT), CCN=C=NCCCN(C)C.Cl (EDCl). Run in O (water), C1CCOC1 (THF). Conditions: time 18 hour. The product is NC(CC1=C(CCC2=NC(=NC=C2C(F)(F)F)NC2=C(C=C(C=C2)C2CCN(CC2)C(=O)OCCCC)OC)C=CC=C1)=O (Butyl 4-(4-((4-(2-(2-amino-2-oxoethyl)phenethyl)-5-(trifluoromethyl)pyrimidin-2-yl)amino)-3-methoxyphenyl)piperidine-1-carboxylate). As a reaction SMILES: [CH3:1][O:2][C:3]1[CH:4]=[C:5]([CH:33]2[CH2:38][CH2:37][N:36]([C:39]([O:41]C(C)(C)C)=[O:40])[CH2:35][CH2:34]2)[CH:6]=[CH:7][C:8]=1[NH:9][C:10]1[N:15]=[C:14]([CH2:16][CH2:17][C:18]2[CH:23]=[CH:22][CH:21]=[CH:20][C:19]=2[CH2:24][C:25]([O:27]C)=O)[C:13]([C:29]([F:32])([F:31])[F:30])=[CH:12][N:11]=1.O.[OH-].[Li+].[CH:49]1[CH:50]=CC2N(O)N=N[C:53]=2[CH:54]=1.CC[N:61]=C=NCCCN(C)C.Cl.Cl.CCN(C(C)C)C(C)C.C(=O)([O-])[O-].[NH4+].[NH4+].C(=O)(O)[O-].[Na+]>C1COCC1.O>[NH2:61][C:25](=[O:27])[CH2:24][C:19]1[CH:20]=[CH:21][CH:22]=[CH:23][C:18]=1[CH2:17][CH2:16][C:14]1[C:13]([C:29]([F:31])([F:32])[F:30])=[CH:12][N:11]=[C:10]([NH:9][C:8]2[CH:7]=[CH:6][C:5]([CH:33]3[CH2:38][CH2:37][N:36]([C:39]([O:41][CH2:50][CH2:49][CH2:54][CH3:53])=[O:40])[CH2:35][CH2:34]3)=[CH:4][C:3]=2[O:2][CH3:1])[N:15]=1 |f:1.2.3,5.6,9.10.11,12.13|. Reported procedure: tert-Butyl 4-(3-methoxy-4-((4-(2-(2-methoxy-2-oxoethyl)phenethyl)-5-(trifluoromethyl)pyrimidin-2-yl)amino)phenyl)piperidine-1-carboxylate (I21) (3.62 g, 5.76 mmol) was dissolved in THF (200 mL) then a solution of lithium hydroxide monohydrate (1.21 g, 28.8 mmol) in water (100 mL) was added. The resulting mixture was stirred for 18 hours at room temperature then concentrated. The residue was poured into saturated sodium bicarbonate (200 mL) and water (300 mL). The resulting mixture was extracted ... Starting materials: FC=1C=C(C=CC1)C1=CC(=NN1C1=CC(=CC=C1)OC)C(=O)O (5-(3-Fluorophenyl)-1-(3-methoxyphenyl)-1H-pyrazole-3-carboxylic acid), ClC=1C=C(C=CC1F)N1N=C(C=C1C1=CC(=CC(=C1)F)Cl)C(=O)N1CNC(C1)=O (1-{[1-(3-Chloro-4-fluorophenyl)-5-(3-chloro-5-fluorophenyl)-1H-pyrazol-3-yl]carbonyl}imidazolidin-4-one). Product: FC=1C=C(C=CC1)C1=CC(=NN1C1=CC(=CC=C1)OC)C(=O)N1CNC(C1)=O (1-{[5-(3-Fluorophenyl)-1-(3-methoxyphenyl)-1H-pyrazol-3-yl]carbonyl}imidazolidin-4-one). As a reaction SMILES: [F:1][C:2]1[CH:3]=[C:4]([C:8]2[N:12]([C:13]3[CH:18]=[CH:17][CH:16]=[C:15]([O:19][CH3:20])[CH:14]=3)[N:11]=[C:10]([C:21](O)=[O:22])[CH:9]=2)[CH:5]=[CH:6][CH:7]=1.ClC1C=C(N2C(C3C=C(F)C=C(Cl)C=3)=CC(C([N:47]3[CH2:51][C:50](=[O:52])[NH:49][CH2:48]3)=O)=N2)C=CC=1F>>[F:1][C:2]1[CH:3]=[C:4]([C:8]2[N:12]([C:13]3[CH:18]=[CH:17][CH:16]=[C:15]([O:19][CH3:20])[CH:14]=3)[N:11]=[C:10]([C:21]([N:47]3[CH2:51][C:50](=[O:52])[NH:49][CH2:48]3)=[O:22])[CH:9]=2)[CH:5]=[CH:6][CH:7]=1. Reported procedure: The preparation of the title compound takes place starting from the compound of Example 80A in analogy to the synthesis of the compound of Example 1. 27 mg (70% of theory) of the title compound are obtained. Isolated yield 81.5%. The product is FC1=C(C(=O)NC2=CC=C3C(=N2)C(=CN3)C3CCN(CC3)C)C=CC=C1 (5-(N-[2-fluorobenzoyl]amino)-3-(1-methylpiperidin-4-yl)pyrrolo[3,2-b]pyridine). RXN SMILES: [NH2:1][C:2]1[N:7]=[C:6]2[C:8]([CH:11]3[CH2:16][CH2:15][N:14]([CH3:17])[CH2:13][CH2:12]3)=[CH:9][NH:10][C:5]2=[CH:4][CH:3]=1.[F:18][C:19]1[CH:27]=[CH:26][CH:25]=[CH:24][C:20]=1[C:21](Cl)=[O:22]>>[F:18][C:19]1[CH:27]=[CH:26][CH:25]=[CH:24][C:20]=1[C:21]([NH:1][C:2]1[N:7]=[C:6]2[C:8]([CH:11]3[CH2:16][CH2:15][N:14]([CH3:17])[CH2:13][CH2:12]3)=[CH:9][NH:10][C:5]2=[CH:4][CH:3]=1)=[O:22]. Reactants: NC1=CC=C2C(=N1)C(=CN2)C2CCN(CC2)C (5-amino-3-(1-methylpiperidin-4-yl)pyrrolo[3,2-b]pyridine), FC1=C(C(=O)Cl)C=CC=C1 (2-fluorobenzoyl chloride). Procedure: Beginning with 0.085 gm (0.369 mMol) 5-amino-3-(1-methylpiperidin-4-yl)pyrrolo[3,2-b]pyridine and 0.093 mL (0.776 mMol) 2-fluorobenzoyl chloride, 0.106 gm (82%) of the title compound was recovered as a crystalline solid by the procedure described in Example 16. The reactants are C(C)(C)(C)[Si](OCCC=1N=C(OC1C)C1=CC=C(C=C1)O)(C1=CC=CC=C1)C1=CC=CC=C1 (4-{4-[2-(tert-Butyl-diphenyl-silanyloxy)-ethyl]-5-methyl-oxazol-2-yl}-phenol), Br.BrCC1=NC=CC=C1 (2-bromomethylpyridine hydrobromide), C(=O)([O-])[O-].[K+].[K+] (K2CO3). Run in CC(=O)C (acetone). Product: C(C)(C)(C)[Si](OCCC=1N=C(OC1C)C1=CC=C(OCC2=NC=CC=C2)C=C1)(C1=CC=CC=C1)C1=CC=CC=C1 (2-(4-{4-[2-(tert-Butyl-diphenyl-silanyloxy)-ethyl]-5-methyl-oxazol-2-yl}-phenoxymethyl)-pyridine). Yield: 78.6%. As a reaction SMILES: [C:1]([Si:5]([C:28]1[CH:33]=[CH:32][CH:31]=[CH:30][CH:29]=1)([C:22]1[CH:27]=[CH:26][CH:25]=[CH:24][CH:23]=1)[O:6][CH2:7][CH2:8][C:9]1[N:10]=[C:11]([C:15]2[CH:20]=[CH:19][C:18]([OH:21])=[CH:17][CH:16]=2)[O:12][C:13]=1[CH3:14])([CH3:4])([CH3:3])[CH3:2].Br.Br[CH2:36][C:37]1[CH:42]=[CH:41][CH:40]=[CH:39][N:38]=1.C([O-])([O-])=O.[K+].[K+]>CC(C)=O>[C:1]([Si:5]([C:28]1[CH:33]=[CH:32][CH:31]=[CH:30][CH:29]=1)([C:22]1[CH:23]=[CH:24][CH:25]=[CH:26][CH:27]=1)[O:6][CH2:7][CH2:8][C:9]1[N:10]=[C:11]([C:15]2[CH:20]=[CH:19][C:18]([O:21][CH2:36][C:37]3[CH:42]=[CH:41][CH:40]=[CH:39][N:38]=3)=[CH:17][CH:16]=2)[O:12][C:13]=1[CH3:14])([CH3:4])([CH3:2])[CH3:3] |f:1.2,3.4.5|. Procedure details: A mixture of 4-{4-[2-(tert-Butyl-diphenyl-silanyloxy)-ethyl]-5-methyl-oxazol-2-yl}-phenol (1.0 g, 2.25 mmol), 2-bromomethylpyridine hydrobromide (0.85 g, 3.4 mmol), and K2CO3 (1.1 g, 7.9 mmol) in acetone (20 mL) is heated at reflux for 12 h. The mixture is filtered, and the solvent is removed in vacuo. The residue is partitioned between EtOAc and water. The organic phase is washed with water and brine, dried (Na2SO4), and concentrated. The residue is purified by flash chromatography (90 g SiO2, ... Product: C(=O)C1(CC1)NC(OCC1=CC=CC=C1)=O (benzyl 1-formylcyclopropylcarbamate). Conditions: temperature 0 celsius, time 30 minute. The reactants are CON(C(=O)C1(CC1)NC(OCC1=CC=CC=C1)=O)C (benzyl 1-(methoxy(methyl)carbamoyl)cyclopropylcarbamate), [H-].[H-].[H-].[H-].[Li+].[Al+3] (LiAlH4), OS(=O)(=O)[O-].[K+] (KHSO4). Isolated yield 77.6%. Reported procedure: To a solution of benzyl 1-(methoxy(methyl)carbamoyl)cyclopropylcarbamate (1.34 g, 4.82 mmol) in THF (25 mL) at 0° C. was added LiAlH4 (366 mg, 9.64 mmol). After stirred at 0° C. for 30 min, it was poured to a solution of KHSO4 (1.9 g) in water (30 mL), extracted with EtOAc, organic layer was separated, washed with brine, dried and concentrated to give benzyl 1-formylcyclopropylcarbamate (820 mg). Solvent: C1CCOC1 (THF), O (water). RXN SMILES: CON(C)[C:4]([C:6]1([NH:9][C:10](=[O:19])[O:11][CH2:12][C:13]2[CH:18]=[CH:17][CH:16]=[CH:15][CH:14]=2)[CH2:8][CH2:7]1)=[O:5].[H-].[H-].[H-].[H-].[Li+].[Al+3].OS([O-])(=O)=O.[K+]>C1COCC1.O>[CH:4]([C:6]1([NH:9][C:10](=[O:19])[O:11][CH2:12][C:13]2[CH:18]=[CH:17][CH:16]=[CH:15][CH:14]=2)[CH2:7][CH2:8]1)=[O:5] |f:1.2.3.4.5.6,7.8|. The reactants are BrC=1C=C(C=CC1[N+](=O)[O-])OC (3-bromo-4-nitro-anisole), BrC1=C2C=CNC2=CC=C1OC (4-bromo-5-methoxyindole). The product is BrC=1C=C(C=C2C=CNC12)OC (7-Bromo-5-methoxy-1H-indole). Reaction SMILES: [Br:1][C:2]1[CH:3]=[C:4]([O:11][CH3:12])[CH:5]=[CH:6][C:7]=1[N+:8]([O-])=O.Br[C:14]1C(OC)=CC=C2[C:15]=1C=CN2>>[Br:1][C:2]1[CH:3]=[C:4]([O:11][CH3:12])[CH:5]=[C:6]2[C:7]=1[NH:8][CH:15]=[CH:14]2. Reported procedure: 7-Bromo-5-methoxy-1H-indole CLXXVIII was prepared from 3-bromo-4-nitro-anisole using the procedure described for preparation of 4-bromo-5-methoxyindole XLVI (Example 12).